This data is from the Open Reaction Database (ORD), a public repository of structured organic reaction records. The task is: describe an organic reaction: reactants, conditions, products, and yield Starting materials: ClCCl, O, O=C1c2ccccc2C(=O)N1CCCCCCCO, Cc1ccc(S(=O)(=O)Cl)cc1, c1ccncc1. The product is Cc1ccc(S(=O)(=O)OCCCCCCCN2C(=O)c3ccccc3C2=O)cc1. As a reaction SMILES: [Cl:20][CH2:21][Cl:22].[OH2:40].[OH:1][CH2:2][CH2:3][CH2:4][CH2:5][CH2:6][CH2:7][CH2:8][N:9]1[C:10](=[O:19])[c:11]2[cH:12][cH:13][cH:14][cH:15][c:16]2[C:17]1=[O:18].[c:23]1([CH3:33])[cH:24][cH:25][c:26]([S:29](=[O:30])(=[O:31])[Cl:32])[cH:27][cH:28]1.[cH:34]1[cH:35][cH:36][n:37][cH:38][cH:39]1>>[O:1]([CH2:2][CH2:3][CH2:4][CH2:5][CH2:6][CH2:7][CH2:8][N:9]1[C:10](=[O:19])[c:11]2[cH:12][cH:13][cH:14][cH:15][c:16]2[C:17]1=[O:18])[S:29]([c:26]1[cH:25][cH:24][c:23]([CH3:33])[cH:28][cH:27]1)(=[O:30])=[O:31]. The solvent is hexanes. Yield: 53.0%. Reported procedure: Prepared in 53% yield (54.4 mg, 0.16 mmol) from the reaction of 2-choro-2-(4-chlorophenyl)-N-(phenylmethoxy)acetamide (95.5 mg, 0.31 mmol) with furan via general procedure B. Rf=0.48 (3:1, hexanes:EtOAc); 1H-NMR (500 MHz, CDCl3): δ 7.50-7.44 (m, 2H), 7.44-7.34 (m, 3H), 7.28 (ABd, J=8.5 Hz, 2H), 7.05 (ABd, J=8.5 Hz, 2H), 6.55 (dd, J=6.0, 1.1 Hz, 1H), 6.19 (dd, J=6.0, 1.7 Hz, 1H), 5.36 (d, J=1.3 Hz, 1H), 5.05 (d, J=11.0 Hz, 1H), 4.96 (d, J=11.0 Hz, 1H), 4.94 (dd, J=5.3, 1.8 Hz, 1H), and 4.38 (d, J... The product is ClC1=CC=C(C=C1)[C@H]1C(N([C@H]2C=C[C@H]1C2=O)OCC2=CC=CC=C2)=O ((±)-(4S,5R,1S) 4-(4-chlorophenyl)-8-oxo-2-(phenylmethoxy)-2-azabicyclo[3.2.1]oct-6-en-3-one). Reaction SMILES: Cl[CH:2]([C:14]1[CH:19]=[CH:18][C:17]([Cl:20])=[CH:16][CH:15]=1)[C:3]([NH:5][O:6][CH2:7][C:8]1[CH:13]=[CH:12][CH:11]=[CH:10][CH:9]=1)=[O:4].[O:21]1[CH:25]=[CH:24][CH:23]=[CH:22]1.[CH3:26]COC(C)=O>>[Cl:20][C:17]1[CH:18]=[CH:19][C:14]([C@@H:2]2[C@@H:26]3[C:25](=[O:21])[C@H:24]([CH:23]=[CH:22]3)[N:5]([O:6][CH2:7][C:8]3[CH:13]=[CH:12][CH:11]=[CH:10][CH:9]=3)[C:3]2=[O:4])=[CH:15][CH:16]=1. Reactants: ClC(C(=O)NOCC1=CC=CC=C1)C1=CC=C(C=C1)Cl (2-choro-2-(4-chlorophenyl)-N-(phenylmethoxy)acetamide), O1C=CC=C1 (furan), CCOC(=O)C (EtOAc). The reactants are NCCCN1CCC(c2cccc(NC(=O)C3CC3)c2)CC1, O=C(O)C(c1ccc(Cl)cc1)c1ccc(Cl)cc1. Product: O=C(Nc1cccc(C2CCN(CCCNC(=O)C(c3ccc(Cl)cc3)c3ccc(Cl)cc3)CC2)c1)C1CC1. As a reaction SMILES: [NH2:19][CH2:20][CH2:21][CH2:22][N:23]1[CH2:24][CH2:25][CH:26]([c:29]2[cH:30][c:31]([NH:35][C:36](=[O:37])[CH:38]3[CH2:39][CH2:40]3)[cH:32][cH:33][cH:34]2)[CH2:27][CH2:28]1.[OH:1][C:2](=[O:3])[CH:4]([c:5]1[cH:6][cH:7][c:8]([Cl:9])[cH:10][cH:11]1)[c:12]1[cH:13][cH:14][c:15]([Cl:16])[cH:17][cH:18]1>>[C:2](=[O:3])([CH:4]([c:5]1[cH:6][cH:7][c:8]([Cl:9])[cH:10][cH:11]1)[c:12]1[cH:13][cH:14][c:15]([Cl:16])[cH:17][cH:18]1)[NH:19][CH2:20][CH2:21][CH2:22][N:23]1[CH2:24][CH2:25][CH:26]([c:29]2[cH:30][c:31]([NH:35][C:36](=[O:37])[CH:38]3[CH2:39][CH2:40]3)[cH:32][cH:33][cH:34]2)[CH2:27][CH2:28]1. Reactants: C(C)(=O)ON1C(C=2C(C1=O)=CC=CC2)=O (N-acetoxyphthalimide), C(C1=CN=CC=C1)=O (nicotinaldehyde), N1=CC(=CC=C1)C (β-picoline). The reagents and catalysts are C(C)(=O)[O-].[Co+2].C(C)(=O)[O-] (cobalt acetate), C(C)(=O)[O-].[Mn+2].C(C)(=O)[O-] (manganese acetate). The solvent is C(C)(=O)O (acetic acid). Yields the product C(C1=CN=CC=C1)(=O)O (nicotinic acid). RXN SMILES: C(ON1C(=O)C2=CC=CC=C2C1=O)(=[O:3])C.[CH:16](=[O:23])[C:17]1[CH:22]=[CH:21][CH:20]=[N:19][CH:18]=1.N1C=CC=C(C)C=1>C(O)(=O)C.C([O-])(=O)C.[Co+2].C([O-])(=O)C.C([O-])(=O)C.[Mn+2].C([O-])(=O)C>[C:16]([OH:3])(=[O:23])[C:17]1[CH:22]=[CH:21][CH:20]=[N:19][CH:18]=1 |f:4.5.6,7.8.9|. Reported procedure: In the presence of an oxidation catalyst (N-acetoxyphthalimide (NAPI)) and a metal catalyst (cobalt acetate and manganese acetate) with nicotinaldehyde as a co-oxidizing agent, β-picoline was oxidized in acetic acid solvent at 140° C. and 2 MPa with air to produce nicotinic acid. From the reaction mixture, acetic acid was removed and to a condensate was added 2-ethylhexanol. The mixture was cooling-crystallized to 25° C. at atmospheric pressure and filtrated, and the residue washed with methanol... Starting materials: ClC1=NC(=NC=C1CC(=O)OCC)C(C)(C)C (4-chloro-5-ethoxycarbonylmethyl-2-(2-methylprop-2-yl)pyrimidine), IC(C)C (2-iodo-propane), C[Si](C)(C)[N-][Si](C)(C)C.[Li+] (lithium bis(trimethylsilyl)amide). Yields the product CC(C)(C)C1=NC=C(C(=N1)Cl)C(C(=O)OCC)C(C)C (ethyl (RS)-2-[2-(2-methylprop-2-yl)-4-chloropyrimidin-5-yl]-3-methylbutyrate). RXN SMILES: [Cl:1][C:2]1[C:7]([CH2:8][C:9]([O:11][CH2:12][CH3:13])=[O:10])=[CH:6][N:5]=[C:4]([C:14]([CH3:17])([CH3:16])[CH3:15])[N:3]=1.I[CH:19]([CH3:21])[CH3:20].C[Si]([N-][Si](C)(C)C)(C)C.[Li+]>>[CH3:17][C:14]([C:4]1[N:3]=[C:2]([Cl:1])[C:7]([CH:8]([CH:19]([CH3:21])[CH3:20])[C:9]([O:11][CH2:12][CH3:13])=[O:10])=[CH:6][N:5]=1)([CH3:16])[CH3:15] |f:2.3|. Procedure: 4-chloro-5-ethoxycarbonylmethyl-2-(2-methylprop-2-yl)pyrimidine was reacted with 2-iodo-propane in the presence of lithium bis(trimethylsilyl)amide according to the procedure illustrated in example 6, to give ethyl (RS)-2-[2-(2-methylprop-2-yl)-4-chloropyrimidin-5-yl]-3-methylbutyrate. The solvent is C(CC)(=O)OC(CC)=O (propionic anhydride). Reaction SMILES: [CH3:1][C:2]([CH3:11])([CH2:6][CH:7]=[C:8]([CH3:10])[CH3:9])[CH:3]([OH:5])[CH3:4].P(=O)(O)(O)O>C(OC(=O)CC)(=O)CC>[C:3]([O:5][CH:3]([C:2]([CH3:1])([CH3:11])[CH2:6][CH:7]=[C:8]([CH3:10])[CH3:9])[CH3:4])(=[O:5])[CH2:2][CH3:1]. Starting materials: CC(C(C)O)(CC=C(C)C)C (3,3,6-trimethyl-hept-5-en-2-ol), P(O)(O)(O)=O (phosphoric acid). Procedure details: From 46.8 g of 3,3,6-trimethyl-hept-5-en-2-ol, 70 ml of propionic anhydride and 0.1 ml of phosphoric acid analogously to Example 7. Product: C(CC)(=O)OC(C)C(CC=C(C)C)(C)C (3,3,6-Trimethyl-hept-5-en-2-ol propionate).